Dataset: the Open Reaction Database (ORD), a public repository of structured organic reaction records. Task: describe an organic reaction: reactants, conditions, products, and yield Starting materials: [OH-].[Na+] (NaOH), CC1=C(C=CC(=C1)S(=O)C(CCCC)C1=NC(=CC=C1)C1=CC=C(C=C1)C(F)(F)F)OCC(=O)OCC (ethyl ({2-methyl-4-[(1-{6-[4-(trifluoromethyl)phenyl]-2-pyridinyl}pentyl)sulfinyl]phenyl}oxy)acetate), Cl (HCl). Solvent: C1CCOC1 (THF), CO (methanol), O (water). Yields the product CC1=C(C=CC(=C1)S(=O)C(CCCC)C1=NC(=CC=C1)C1=CC=C(C=C1)C(F)(F)F)OCC(=O)O (({2-Methyl-4-[(1-{6-[4-(trifluoromethyl)phenyl]-2-pyridinyl}pentyl)sulfinyl]phenyl}oxy)acetic acid). RXN SMILES: [CH3:1][C:2]1[CH:7]=[C:6]([S:8]([CH:10]([C:15]2[CH:20]=[CH:19][CH:18]=[C:17]([C:21]3[CH:26]=[CH:25][C:24]([C:27]([F:30])([F:29])[F:28])=[CH:23][CH:22]=3)[N:16]=2)[CH2:11][CH2:12][CH2:13][CH3:14])=[O:9])[CH:5]=[CH:4][C:3]=1[O:31][CH2:32][C:33]([O:35]CC)=[O:34].[OH-].[Na+].Cl>C1COCC1.CO.O>[CH3:1][C:2]1[CH:7]=[C:6]([S:8]([CH:10]([C:15]2[CH:20]=[CH:19][CH:18]=[C:17]([C:21]3[CH:26]=[CH:25][C:24]([C:27]([F:30])([F:29])[F:28])=[CH:23][CH:22]=3)[N:16]=2)[CH2:11][CH2:12][CH2:13][CH3:14])=[O:9])[CH:5]=[CH:4][C:3]=1[O:31][CH2:32][C:33]([OH:35])=[O:34] |f:1.2|. Procedure details: A stirred solution of ethyl ({2-methyl-4-[(1-{6-[4-(trifluoromethyl)phenyl]-2-pyridinyl}pentyl)sulfinyl]phenyl}oxy)acetate (27 mg, 0.05 mmol) in THF (1 mL) and methanol (1 mL) was added, drop-wise, aqueous NaOH (2M, 1 mL). After 2 hours 50 minutes the mixture was concentrated producing a ‘chalk-white’ solid which was diluted with water (2 mL) and acidified with aqueous HCl (2M, 2 mL). The aqueous layer was extracted with DCM (2×2 mL then 1 mL) using a hydrophobic frit and the combined organic la... The reactants are O1CCOC12CCC(CC2)=O (1,4-Dioxaspiro[4.5]decan-8-one), C(C)OC1=C(C(=C(C=C1)C1=C(C(=CC=C1)F)F)F)F (4-Ethoxy-2,2′,3,3′-tetrafluoro-1,1′-biphenyl), C(C)(CC)[Li] (sec-Butyllithium), Cl (HCl). Run in C1CCOC1 (THF), C1CCOC1 (THF), C(C)(=O)OCC (ethyl acetate). Reaction conditions: temperature 30 celsius, time 2 hour. Yields the product C(C)OC1=C(C(=C(C=C1)C1=C(C(=C(C=C1)C1CCC2(OCCO2)CC1)F)F)F)F (8-(4′-ethoxy-2,2′,3,3′-tetrafluorobiphenyl-4-yl)-1,4-dioxaspiro[4.5]decane). Isolated yield 53.5%. Reaction SMILES: [CH2:1]([O:3][C:4]1[CH:9]=[CH:8][C:7]([C:10]2[CH:15]=[CH:14][CH:13]=[C:12]([F:16])[C:11]=2[F:17])=[C:6]([F:18])[C:5]=1[F:19])[CH3:2].C([Li])(CC)C.[O:25]1[C:29]2([CH2:34][CH2:33][C:32](=O)[CH2:31][CH2:30]2)[O:28][CH2:27][CH2:26]1.Cl>C(OCC)(=O)C.C1COCC1>[CH2:1]([O:3][C:4]1[CH:9]=[CH:8][C:7]([C:10]2[CH:15]=[CH:14][C:13]([CH:32]3[CH2:33][CH2:34][C:29]4([O:28][CH2:27][CH2:26][O:25]4)[CH2:30][CH2:31]3)=[C:12]([F:16])[C:11]=2[F:17])=[C:6]([F:18])[C:5]=1[F:19])[CH3:2]. Procedure details: 4-Ethoxy-2,2′,3,3′-tetrafluoro-1,1′-biphenyl (s-7) (8.0 g) and THF (100 ml) were placed in a reaction vessel under an atmosphere of nitrogen, and cooled to −74° C. sec-Butyllithium (1.00M; n-hexane and cyclohexane solution; 31 ml) was added dropwise in the temperature range of −74° C. to −70° C., and the stirring was continued for another 2 hours. 1,4-Dioxaspiro[4.5]decan-8-one (s-2) (4.9 g) in a THF (50 ml) solution was added dropwise in the temperature range of −75° C. to −70° C., and the stir... The reactants are COC(C(CCC(CC)Cl)C1=CC=C(C=C1)OC)=O (5-chloro-2-(4-methoxyphenyl)-heptanoic acid methyl ester), [H-].[Na+] (sodium hydride), CN(C)C=O (DMF). Conditions: time 1 hour. Product: COC1=CC=C(C=C1)C1(OCCC1)C(=O)O (2-(4-methoxyphenyl)-2-tetrahydrofuroic Acid). As a reaction SMILES: C[O:2][C:3](=[O:19])[CH:4]([C:11]1[CH:16]=[CH:15][C:14]([O:17][CH3:18])=[CH:13][CH:12]=1)[CH2:5][CH2:6][CH:7](Cl)CC.[H-].[Na+].CN(C=[O:26])C>>[CH3:18][O:17][C:14]1[CH:15]=[CH:16][C:11]([C:4]2([C:3]([OH:2])=[O:19])[CH2:5][CH2:6][CH2:7][O:26]2)=[CH:12][CH:13]=1 |f:1.2|. Procedure: To a solution of 5-chloro-2-(4-methoxyphenyl)-heptanoic acid methyl ester (0.26 g, 0.96 mmol) in 5 ml of DMF at 0° C. was added sodium hydride (0.6 g, 1.4 mmol). The reaction was stirred for 1 h at this temperature then quenched with 10 ml of water. The product was extracted into ethyl acetate (3×15 ml), washed with brine (20 ml), dried with magnesium sulfate and concentrated in vacuo to give a yellow oil. Silica gel chromatography eluting with hexane/ethyl acetate (4:1) gave 0.063 g of the titl... The reactants are ClC1=NC(=NC(=N1)Cl)N1CCOCC1 (2,4-dichloro-6-morpholin-4-yl-[1,3,5]triazine), C(CCC)[Sn](C1OC=CCC1)(CCCC)CCCC (tributyldihydropyranylstannane). Reagents/catalysts: Cl[Pd]([P](C1=CC=CC=C1)(C2=CC=CC=C2)C3=CC=CC=C3)([P](C4=CC=CC=C4)(C5=CC=CC=C5)C6=CC=CC=C6)Cl ((Ph3P)2PdCl2). Run in O1CCOCC1 (dioxan). Conditions: temperature 90 celsius, time 16 hour. Product: ClC1=NC(=NC(=N1)C=1CCOCC1)N1CCOCC1 (2-Chloro-4-(3,6-dihydro-2H-pyran-4-yl)-6-morpholin-4-yl-[1,3,5]triazine). Isolated yield 47.0%. As a reaction SMILES: Cl[C:2]1[N:7]=[C:6]([Cl:8])[N:5]=[C:4]([N:9]2[CH2:14][CH2:13][O:12][CH2:11][CH2:10]2)[N:3]=1.C([Sn](CCCC)(CCCC)[CH:20]1[CH2:25][CH2:24][CH:23]=[CH:22][O:21]1)CCC>O1CCOCC1.Cl[Pd](Cl)([P](C1C=CC=CC=1)(C1C=CC=CC=1)C1C=CC=CC=1)[P](C1C=CC=CC=1)(C1C=CC=CC=1)C1C=CC=CC=1>[Cl:8][C:6]1[N:7]=[C:2]([C:24]2[CH2:23][CH2:22][O:21][CH2:20][CH:25]=2)[N:3]=[C:4]([N:9]2[CH2:14][CH2:13][O:12][CH2:11][CH2:10]2)[N:5]=1 |^1:42,61|. Reported procedure: In a three necked flask under nitrogen equipped was dissolved 2,4-dichloro-6-morpholin-4-yl-[1,3,5]triazine (610 mg, 2.6 mmol), tributyldihydropyranylstannane (1.45 g, 3.89 mmol, 1.5 eq), and (Ph3P)2PdCl2 (150 mg, 0.21 mmol, 0.1 eq) in anhydrous dioxan (5 ml). The reaction mixture was heated under stirring to 90° C. for 16 hrs. For purification silica gel (10 g) was added to the mixture and the solvent was removed to let the product adsorbed on the silica gel. The silica gel plug was placed on a... The reactants are [BH4-], CO, COc1cc(C=Nc2ccc(N3CCCC3)cc2NC(=O)c2ccccc2)cc(OC)c1OC, [Na+]. The product is COc1cc(CNc2ccc(N3CCCC3)cc2NC(=O)c2ccccc2)cc(OC)c1OC. Reaction SMILES: [BH4-:35].[CH3:37][OH:38].[N:1]1([c:6]2[cH:7][cH:8][c:9]([N:21]=[CH:22][c:23]3[cH:24][c:25]([O:33][CH3:34])[c:26]([O:31][CH3:32])[c:27]([O:29][CH3:30])[cH:28]3)[c:10]([NH:12][C:13]([c:14]3[cH:15][cH:16][cH:17][cH:18][cH:19]3)=[O:20])[cH:11]2)[CH2:2][CH2:3][CH2:4][CH2:5]1.[Na+:36]>>[N:1]1([c:6]2[cH:7][cH:8][c:9]([NH:21][CH2:22][c:23]3[cH:24][c:25]([O:33][CH3:34])[c:26]([O:31][CH3:32])[c:27]([O:29][CH3:30])[cH:28]3)[c:10]([NH:12][C:13]([c:14]3[cH:15][cH:16][cH:17][cH:18][cH:19]3)=[O:20])[cH:11]2)[CH2:2][CH2:3][CH2:4][CH2:5]1. Starting materials: C1CCOC1, COc1ccc(P2(=S)SP(=S)(c3ccc(OC)cc3)S2)cc1, O=C1COCCC(c2ccccc2F)(C(F)(F)F)N1. The product is Fc1ccccc1C1(C(F)(F)F)CCOCC(=S)N1. Reaction SMILES: [CH2:42]1[O:43][CH2:44][CH2:45][CH2:46]1.[CH3:20][O:21][c:22]1[cH:23][cH:24][c:25]([P:26]2(=[S:29])[S:27][P:28]([c:30]3[cH:31][cH:32][c:33]([O:34][CH3:35])[cH:36][cH:37]3)(=[S:38])[S:39]2)[cH:40][cH:41]1.[F:1][c:2]1[c:3]([C:8]2([C:16]([F:17])([F:18])[F:19])[NH:9][C:10](=[O:15])[CH2:11][O:12][CH2:13][CH2:14]2)[cH:4][cH:5][cH:6][cH:7]1>>[F:1][c:2]1[c:3]([C:8]2([C:16]([F:17])([F:18])[F:19])[NH:9][C:10](=[S:29])[CH2:11][O:12][CH2:13][CH2:14]2)[cH:4][cH:5][cH:6][cH:7]1. Starting materials: Cc1oc(Br)cc1C=O, COCCOC, OB(O)c1cncc(Cl)c1, [Na+], [Na+], O=C([O-])[O-], O, c1ccc(P(c2ccccc2)(c2ccccc2)[Pd](P(c2ccccc2)(c2ccccc2)c2ccccc2)(P(c2ccccc2)(c2ccccc2)c2ccccc2)P(c2ccccc2)(c2ccccc2)c2ccccc2)cc1. Product: Cc1oc(-c2cncc(Cl)c2)cc1C=O. As a reaction SMILES: [Br:1][c:2]1[cH:3][c:4]([CH:8]=[O:9])[c:5]([CH3:7])[o:6]1.[CH3:26][O:27][CH2:28][CH2:29][O:30][CH3:31].[Cl:10][c:11]1[cH:12][c:13]([B:17]([OH:18])[OH:19])[cH:14][n:15][cH:16]1.[Na+:20].[Na+:21].[O-:22][C:23](=[O:24])[O-:25].[OH2:109].[cH:32]1[cH:33][cH:34][c:35]([P:36]([Pd:37]([P:38]([c:39]2[cH:40][cH:41][cH:42][cH:43][cH:44]2)([c:45]2[cH:46][cH:47][cH:48][cH:49][cH:50]2)[c:51]2[cH:52][cH:53][cH:54][cH:55][cH:56]2)([P:57]([c:58]2[cH:59][cH:60][cH:61][cH:62][cH:63]2)([c:64]2[cH:65][cH:66][cH:67][cH:68][cH:69]2)[c:70]2[cH:71][cH:72][cH:73][cH:74][cH:75]2)[P:76]([c:77]2[cH:78][cH:79][cH:80][cH:81][cH:82]2)([c:83]2[cH:84][cH:85][cH:86][cH:87][cH:88]2)[c:89]2[cH:90][cH:91][cH:92][cH:93][cH:94]2)([c:95]2[cH:96][cH:97][cH:98][cH:99][cH:100]2)[c:101]2[cH:102][cH:103][cH:104][cH:105][cH:106]2)[cH:107][cH:108]1>>[c:2]1(-[c:13]2[cH:12][c:11]([Cl:10])[cH:16][n:15][cH:14]2)[cH:3][c:4]([CH:8]=[O:9])[c:5]([CH3:7])[o:6]1. Starting materials: C(=O)(O)[O-].[Na+] (NaHCO3), NC=1C(=NC(=CC1)C)Cl (3-amino-2-chloro-6- methylpyridine), ice, BrC=1C=C(C(=NC1)Cl)C(=O)Cl (5-bromo-2-chloro-3-pyridinecarbonyl chloride), BrC=1C=C(C(=NC1)O)C(=O)O (5-bromo-2-hydroxy-3-pyridinecarboxylic acid), O=S(Cl)Cl (SOCl2). The solvent is CC#N (MeCN), CC#N (MeCN), O (water). Run at time 15 minute. Yields the product BrC=1C=C(C(=NC1)Cl)C(=O)NC=1C(=NC(=CC1)Cl)C (5-Bromo-2-chloro-N-(6-chloro-2-methyl-3-pyridinyl)-3-pyridinecarboxamide). Yield: 31.0%. RXN SMILES: C([O-])(O)=O.[Na+].N[C:7]1[C:8]([Cl:14])=[N:9][C:10]([CH3:13])=[CH:11][CH:12]=1.[Br:15][C:16]1[CH:17]=[C:18]([C:23](Cl)=[O:24])[C:19]([Cl:22])=[N:20][CH:21]=1.BrC1C=C(C(O)=O)C(O)=[N:31]C=1.O=S(Cl)Cl>CC#N.O>[Br:15][C:16]1[CH:17]=[C:18]([C:23]([NH:31][C:11]2[C:10]([CH3:13])=[N:9][C:8]([Cl:14])=[CH:7][CH:12]=2)=[O:24])[C:19]([Cl:22])=[N:20][CH:21]=1 |f:0.1|. Procedure details: NaHCO3 (3.9 g, 46.4 mmol) was added to a solution of 3-amino-2-chloro-6- methylpyridine (2.2 g, 15.4 mmol; prepared as described by K. G. Grozinger et al. J. Heterocyclic Chem. 1995,32,259-263) in MeCN (50 mL). The resulting suspension was stirred for 15 min. and a solution of crude 5-bromo-2-chloro-3-pyridinecarbonyl chloride (prepared from 5-bromo-2-hydroxy-3-pyridinecarboxylic acid and SOCl2 [as described by T. W. Gero et al. in Synth. Commun. 1989, 19, 553-559 (incorporated herein by referen... Reactants: C(C=C)#N (acrylonitrile), N1CCCC1 (pyrrolidine). Run at time 2 hour. The product is N1(CCCC1)CCC#N (1-pyrrolidine-propiononitrile). Reaction SMILES: [C:1](#[N:4])[CH:2]=[CH2:3].[NH:5]1[CH2:9][CH2:8][CH2:7][CH2:6]1>>[N:5]1([CH2:3][CH2:2][C:1]#[N:4])[CH2:9][CH2:8][CH2:7][CH2:6]1. Procedure details: At 20 to 30° C., 5.31 g of acrylonitrile was added to 7.11 g of pyrrolidine, which was stirred for 2 hours. Purification by vacuum distillation yielded 1-pyrrolidine-propiononitrile.